From a dataset of the Open Reaction Database (ORD), a public repository of structured organic reaction records. describe an organic reaction: reactants, conditions, products, and yield The reactants are Clc1nsc(Cl)c1Cl, ClC(Cl)(Cl)Cl, CCCOS(=O)(=O)C(F)(F)F. The product is CCC[n+]1sc(Cl)c(Cl)c1Cl, O=S(=O)([O-])C(F)(F)F. As a reaction SMILES: [Cl:1][c:2]1[c:3]([Cl:8])[c:4]([Cl:7])[n:5][s:6]1.[Cl:20][C:21]([Cl:22])([Cl:23])[Cl:24].[F:9][C:10]([S:11](=[O:12])(=[O:13])[O:14][CH2:15][CH2:16][CH3:17])([F:18])[F:19]>>[Cl:1][c:2]1[c:3]([Cl:8])[c:4]([Cl:7])[n+:5]([CH2:15][CH2:16][CH3:17])[s:6]1.[F:9][C:10]([S:11](=[O:12])(=[O:13])[O-:14])([F:18])[F:19]. Starting materials: N1(C=NC=C1)C(=O)N1CCN(CC1)C1=CC=C(C=C1)C(C)=O (1-{4-[4-(imidazole-1-carbonyl)-piperazin-1-yl]-phenyl}-ethanone), CI (MeI), C1(CCC1)N1CCNCC1 (1-cyclobutylpiperazine), TEA. Solvent: C(C)#N (acetonitrile), C(Cl)Cl (DCM). Run at time 24 hour. Yields the product C1(CCC1)N1CCN(CC1)C(=O)N1CCN(CC1)C1=CC=C(C=C1)C(C)=O (1-{4-[4-(4-cyclobutyl-piperazine-1-carbonyl)-piperazin-1-yl]-phenyl}-ethanone). Reaction SMILES: N1([C:6]([N:8]2[CH2:13][CH2:12][N:11]([C:14]3[CH:19]=[CH:18][C:17]([C:20](=[O:22])[CH3:21])=[CH:16][CH:15]=3)[CH2:10][CH2:9]2)=[O:7])C=CN=C1.CI.[CH:25]1([N:29]2[CH2:34][CH2:33][NH:32][CH2:31][CH2:30]2)[CH2:28][CH2:27][CH2:26]1>C(#N)C.C(Cl)Cl>[CH:25]1([N:29]2[CH2:34][CH2:33][N:32]([C:6]([N:8]3[CH2:13][CH2:12][N:11]([C:14]4[CH:19]=[CH:18][C:17]([C:20](=[O:22])[CH3:21])=[CH:16][CH:15]=4)[CH2:10][CH2:9]3)=[O:7])[CH2:31][CH2:30]2)[CH2:28][CH2:27][CH2:26]1. Procedure details: To a solution of 1-{4-[4-(imidazole-1-carbonyl)-piperazin-1-yl]-phenyl}-ethanone (8 mmol) in acetonitrile (15 mL) is added MeI (32 mmol). The mixture is stirred at rt for 24 h. Solvent is removed in vacuo to yield a light yellow solid. The solid is dissolved in DCM (40 mL), followed by the addition of 1-cyclobutylpiperazine (8 mmol) and TEA (8 mmol). The mixture is stirred at rt for 24 h, washed with aqueous sodium bicarbonate (20 mL). The organic layer is dried over MgSO4 and solvent removed to...